This data is from the Open Reaction Database (ORD), a public repository of structured organic reaction records. The task is: describe an organic reaction: reactants, conditions, products, and yield The reactants are Brc1ccccc1N1CCNCC1, CC(=O)O[BH-](OC(C)=O)OC(C)=O, O=C([O-])[O-], CC(=O)O, CCOC(C)=O, O=CC1CC1, [K+], [K+], [Na+], C1CCOC1. Product: Brc1ccccc1N1CCN(CC2CC2)CC1. Reaction SMILES: [Br:1][c:2]1[c:3]([N:8]2[CH2:9][CH2:10][NH:11][CH2:12][CH2:13]2)[cH:4][cH:5][cH:6][cH:7]1.[C:23]([O:24][BH-:25]([O:26][C:27](=[O:28])[CH3:29])[O:30][C:31](=[O:32])[CH3:33])(=[O:34])[CH3:35].[C:37](=[O:38])([O-:39])[O-:40].[CH3:14][C:15](=[O:16])[OH:17].[CH3:48][CH2:49][O:50][C:51](=[O:52])[CH3:53].[CH:18]1([CH:21]=[O:22])[CH2:19][CH2:20]1.[K+:41].[K+:42].[Na+:36].[O:43]1[CH2:44][CH2:45][CH2:46][CH2:47]1>>[Br:1][c:2]1[c:3]([N:8]2[CH2:9][CH2:10][N:11]([CH2:21][CH:18]3[CH2:19][CH2:20]3)[CH2:12][CH2:13]2)[cH:4][cH:5][cH:6][cH:7]1. Starting materials: C1(=CC=CC=C1)N1CC2=CC=CC=C2CC1 (2-phenyl-1,2,3,4-tetrahydroisoquinoline), Cl (hydrochloric acid). Yields the product Cl.C1(=CC=CC=C1)N1CC2=CC=CC=C2CC1 (2-phenyl-1,2,3,4-tetrahydroisoquinoline hydrochloride). RXN SMILES: [C:1]1([N:7]2[CH2:16][CH2:15][C:14]3[C:9](=[CH:10][CH:11]=[CH:12][CH:13]=3)[CH2:8]2)[CH:6]=[CH:5][CH:4]=[CH:3][CH:2]=1.[ClH:17]>>[ClH:17].[C:1]1([N:7]2[CH2:16][CH2:15][C:14]3[C:9](=[CH:10][CH:11]=[CH:12][CH:13]=3)[CH2:8]2)[CH:2]=[CH:3][CH:4]=[CH:5][CH:6]=1 |f:2.3|. Procedure: 2-phenyl-1,2,3,4-tetrahydroisoquinoline (0.5 g,) was dissolved in 2M hydrochloric acid (10 ml). The resulting murky solution was cleared by filtering through a pad of diatomaceous earth and freeze-dried when 2-phenyl-1,2,3,4-tetrahydroisoquinoline hydrochloride was obtained as a yellow glass (670 mg) m.pt. 135°-138° characterised by its nmr spectrum. The reactants are CC(C)(C)OC(=O)Nc1nc2ccc(S(=O)(=O)Cl)cc2s1, COC(=O)C(Cc1ccc(-c2ccc(C#N)cc2)cc1)NC(=O)C1Cc2cc3c(cc2CN1)OC(c1ccc(OCc2ccc(Cl)c(Cl)c2)cc1)CO3. Product: COC(=O)C(Cc1ccc(-c2ccc(C#N)cc2)cc1)NC(=O)C1Cc2cc3c(cc2CN1S(=O)(=O)c1ccc2nc(NC(=O)OC(C)(C)C)sc2c1)OC(c1ccc(OCc2ccc(Cl)c(Cl)c2)cc1)CO3. RXN SMILES: [C:54]([CH3:55])([CH3:56])([CH3:57])[O:58][C:59]([NH:60][c:61]1[s:62][c:63]2[c:64]([n:65]1)[cH:66][cH:67][c:68]([S:70](=[O:71])(=[O:72])[Cl:73])[cH:69]2)=[O:74].[CH3:1][O:2][C:3]([CH:4]([CH2:5][c:6]1[cH:7][cH:8][c:9](-[c:12]2[cH:13][cH:14][c:15]([C:18]#[N:19])[cH:16][cH:17]2)[cH:10][cH:11]1)[NH:20][C:21](=[O:22])[CH:23]1[NH:24][CH2:25][c:26]2[cH:27][c:28]3[c:29]([cH:30][c:31]2[CH2:32]1)[O:33][CH2:34][CH:35]([c:37]1[cH:38][cH:39][c:40]([O:43][CH2:44][c:45]2[cH:46][c:47]([Cl:52])[c:48]([Cl:51])[cH:49][cH:50]2)[cH:41][cH:42]1)[O:36]3)=[O:53]>>[CH3:1][O:2][C:3]([CH:4]([CH2:5][c:6]1[cH:7][cH:8][c:9](-[c:12]2[cH:13][cH:14][c:15]([C:18]#[N:19])[cH:16][cH:17]2)[cH:10][cH:11]1)[NH:20][C:21](=[O:22])[CH:23]1[N:24]([S:70]([c:68]2[cH:67][cH:66][c:64]3[c:63]([s:62][c:61]([NH:60][C:59]([O:58][C:54]([CH3:55])([CH3:56])[CH3:57])=[O:74])[n:65]3)[cH:69]2)(=[O:71])=[O:72])[CH2:25][c:26]2[cH:27][c:28]3[c:29]([cH:30][c:31]2[CH2:32]1)[O:33][CH2:34][CH:35]([c:37]1[cH:38][cH:39][c:40]([O:43][CH2:44][c:45]2[cH:46][c:47]([Cl:52])[c:48]([Cl:51])[cH:49][cH:50]2)[cH:41][cH:42]1)[O:36]3)=[O:53]. Starting materials: [N+](=O)([O-])C1=CC=C(CN2C(C(C2CCC=2OC=CC2)N2C(OC[C@@H]2C2=CC=CC=C2)=O)=O)C=C1.C(C)(=O)[O-] (p-nitrobenzyl-3-[(S)-4-phenyloxazolidin-2-one-3-yl]-4-[2-furylethyl]-azetidin-2-one 1-ethanoate), [I-].[Li+] (lithium iodide). Solvent: C(C)(=O)OCC (ethyl acetate). The product is C1(=CC=CC=C1)[C@@H]1N(C(OC1)=O)C1C(NC1CCC=1OC=CC1)=O.C(C)(=O)O (3-[(S)-4-phenyloxazolidin-2-one-3-yl]-4-[2-furylethyl]-azetidin-2-one 1-ethanoic acid), light yellow solid. RXN SMILES: [N+](C1C=CC(C[N:9]2[CH:12]([CH2:13][CH2:14][C:15]3[O:16][CH:17]=[CH:18][CH:19]=3)[CH:11]([N:20]3[C@@H:24]([C:25]4[CH:30]=[CH:29][CH:28]=[CH:27][CH:26]=4)[CH2:23][O:22][C:21]3=[O:31])[C:10]2=[O:32])=CC=1)([O-])=O.[C:35]([O-:38])(=[O:37])[CH3:36].[I-].[Li+]>C(OCC)(=O)C>[C:25]1([C@H:24]2[CH2:23][O:22][C:21](=[O:31])[N:20]2[CH:11]2[CH:12]([CH2:13][CH2:14][C:15]3[O:16][CH:17]=[CH:18][CH:19]=3)[NH:9][C:10]2=[O:32])[CH:26]=[CH:27][CH:28]=[CH:29][CH:30]=1.[C:35]([OH:38])(=[O:37])[CH3:36] |f:0.1,2.3,5.6|. Reported procedure: The titled compound was prepared substantially in accordance with the method detailed in Example 1 using 2.60 g (5 mmol) of p-nitrobenzyl-3-[(S)-4-phenyloxazolidin-2-one-3-yl]-4-[2-furylethyl]-azetidin-2-one-1-ethanoate, 20 ml of ethyl acetate and 2.0 g (15 mmol) of lithium iodide. The reaction mixture was allowed to react for approximately 71/2 hours at reflux temperature to provide 1.54 g of a light yellow solid. Starting materials: C(CC(=O)C)(=O)N[C@H]1CC(=O)OC1=O (N-acetoacetyl-L-aspartic anhydride), COC([C@@H](N)CC1=CC=CC=C1)=O (L-phenylalanine methyl ester). Yields the product C(CC(=O)C)(=O)N[C@@H](CC(O)=O)C(=O)N[C@@H](CC1=CC=CC=C1)C(=O)O (N-acetoacetyl-α-L-aspartyl-L-phenylalanine). As a reaction SMILES: [C:1]([NH:7][C@@H:8]1[C:13](=[O:14])[O:12][C:10](=[O:11])[CH2:9]1)(=[O:6])[CH2:2][C:3]([CH3:5])=[O:4].C[O:16][C:17](=[O:27])[C@H:18]([CH2:20][C:21]1[CH:26]=[CH:25][CH:24]=[CH:23][CH:22]=1)[NH2:19]>>[C:1]([NH:7][C@H:8]([C:13]([NH:19][C@H:18]([C:17]([OH:27])=[O:16])[CH2:20][C:21]1[CH:26]=[CH:25][CH:24]=[CH:23][CH:22]=1)=[O:14])[CH2:9][C:10](=[O:11])[OH:12])(=[O:6])[CH2:2][C:3]([CH3:5])=[O:4]. Reported procedure: reacting N-acetoacetyl-L-aspartic anhydride with L-phenylalanine methyl ester to form N-acetoacetyl-α-L-aspartyl-L-phenylalanine. Starting materials: CS(C)=O, O=C(CCl)Nc1cccc2[nH]ccc12, NCc1ccccc1, O. Product: O=C(CNCc1ccccc1)Nc1cccc2[nH]ccc12. Reaction SMILES: [CH3:24][S:25]([CH3:26])=[O:27].[Cl:1][CH2:2][C:3](=[O:4])[NH:5][c:6]1[c:7]2[cH:8][cH:9][nH:10][c:11]2[cH:12][cH:13][cH:14]1.[NH2:15][CH2:16][c:17]1[cH:18][cH:19][cH:20][cH:21][cH:22]1.[OH2:23]>>[CH2:2]([C:3](=[O:4])[NH:5][c:6]1[c:7]2[cH:8][cH:9][nH:10][c:11]2[cH:12][cH:13][cH:14]1)[NH:15][CH2:16][c:17]1[cH:18][cH:19][cH:20][cH:21][cH:22]1. Starting materials: CCO, O=[N+]([O-])c1ccc(Oc2ccc(Cl)c(Cl)c2)nc1, [Pd]. Yields the product Nc1ccc(Oc2ccc(Cl)c(Cl)c2)nc1. Reaction SMILES: [CH3:20][CH2:21][OH:22].[Cl:1][c:2]1[cH:3][c:4]([O:5][c:6]2[n:7][cH:8][c:9]([N+:12]([O-:13])=[O:14])[cH:10][cH:11]2)[cH:15][cH:16][c:17]1[Cl:18].[Pd:19]>>[Cl:1][c:2]1[cH:3][c:4]([O:5][c:6]2[n:7][cH:8][c:9]([NH2:12])[cH:10][cH:11]2)[cH:15][cH:16][c:17]1[Cl:18].